This data is from the Open Reaction Database (ORD), a public repository of structured organic reaction records. The task is: describe an organic reaction: reactants, conditions, products, and yield Reaction SMILES: [CH2:48]1[O:49][CH2:50][CH2:51][O:52][CH2:53]1.[ClH:54].[F:1][C:2]([CH:3]([OH:4])[c:5]1[c:6](-[c:11]2[cH:12][cH:13][c:14]([C:17]#[N:18])[n:15][cH:16]2)[cH:7][cH:8][cH:9][cH:10]1)([F:19])[F:20].[NH2:21][c:22]1[n:23][c:24]([Cl:47])[cH:25][c:26](-[c:28]2[cH:29][cH:30][c:31]([CH2:34][CH:35]([C:36](=[O:37])[OH:38])[NH:39][C:40](=[O:41])[O:42][C:43]([CH3:44])([CH3:45])[CH3:46])[cH:32][cH:33]2)[n:27]1.[OH2:55]>>[F:1][C:2]([CH:3]([O:4][c:24]1[n:23][c:22]([NH2:21])[n:27][c:26](-[c:28]2[cH:29][cH:30][c:31]([CH2:34][CH:35]([C:36](=[O:37])[OH:38])[NH:39][C:40](=[O:41])[O:42][C:43]([CH3:44])([CH3:45])[CH3:46])[cH:32][cH:33]2)[cH:25]1)[c:5]1[c:6](-[c:11]2[cH:12][cH:13][c:14]([C:17]#[N:18])[n:15][cH:16]2)[cH:7][cH:8][cH:9][cH:10]1)([F:19])[F:20]. The product is CC(C)(C)OC(=O)NC(Cc1ccc(-c2cc(OC(c3ccccc3-c3ccc(C#N)nc3)C(F)(F)F)nc(N)n2)cc1)C(=O)O. Starting materials: C1COCCO1, Cl, N#Cc1ccc(-c2ccccc2C(O)C(F)(F)F)cn1, CC(C)(C)OC(=O)NC(Cc1ccc(-c2cc(Cl)nc(N)n2)cc1)C(=O)O, O. Reaction SMILES: [Br:1][C:2]1[CH:7]=[CH:6][C:5]([S:8](Cl)(=[O:10])=[O:9])=[CH:4][C:3]=1[CH3:12].[NH2:13][CH2:14][CH2:15][CH2:16][CH2:17][OH:18]>>[OH:18][CH2:17][CH2:16][CH2:15][CH2:14][NH:13][S:8]([C:5]1[CH:6]=[CH:7][C:2]([Br:1])=[C:3]([CH3:12])[CH:4]=1)(=[O:10])=[O:9]. Starting materials: BrC1=C(C=C(C=C1)S(=O)(=O)Cl)C (4-bromo-3-methylphenyl sulphonyl chloride), NCCCCO (4-aminobutanol). Yields the product OCCCCNS(=O)(=O)C1=CC(=C(C=C1)Br)C (4-Bromo-3-methylphenyl-sulfonic acid-(4-hydroxybutyl)-amide). Procedure details: Using a method analogous to that described in Example 1, 4-bromo-3-methylphenyl sulphonyl chloride was reacted with 4-aminobutanol, and the title compound obtained as a white solid after recrystallisation from ether/petrol. The reactants are C1(CCCCCC1)=NO (cycloheptanone oxime), ClC1=CC=C(C=C1)C1CCN(CC1)CCCC(=O)OCC (ethyl 4-(4-(4-chlorophenyl)piperidin-1-yl)-n-butyrate). Yields the product ClC1=CC=C(C=C1)C1CCN(CC1)CCCC1=C2C(=NO1)CCCCC2 (3-(3-(4-(4-chlorophenyl)piperidin-1-yl)propyl)-5,6,7,8-tetrahydro-4H-cyclohepta[c]isoxazole). RXN SMILES: [C:1]1(=[N:8][OH:9])[CH2:7][CH2:6][CH2:5][CH2:4][CH2:3][CH2:2]1.[Cl:10][C:11]1[CH:16]=[CH:15][C:14]([CH:17]2[CH2:22][CH2:21][N:20]([CH2:23][CH2:24][CH2:25][C:26](OCC)=O)[CH2:19][CH2:18]2)=[CH:13][CH:12]=1>>[Cl:10][C:11]1[CH:16]=[CH:15][C:14]([CH:17]2[CH2:18][CH2:19][N:20]([CH2:23][CH2:24][CH2:25][C:26]3[O:9][N:8]=[C:1]4[CH2:7][CH2:6][CH2:5][CH2:4][CH2:3][C:2]=34)[CH2:21][CH2:22]2)=[CH:13][CH:12]=1. Procedure details: By the same reaction and treatment as in Example 48 using cycloheptanone oxime and ethyl 4-(4-(4-chlorophenyl)piperidin-1-yl)-n-butyrate, 3-(3-(4-(4-chlorophenyl)piperidin-1-yl)propyl)-5,6,7,8-tetrahydro-4H-cyclohepta[c]isoxazole is obtained. The product is COC1=C(C=C(C=C1)C(F)(F)F)NC=1C=2N(C=CC1)N=C(N2)NC2=CC(=CC=C2)N2CCN(CC2)C (N(8)-(2-Methoxy-5-trifluoromethyl-phenyl)-N(2)-[3-(4-methyl-piperazin-1-yl)-phenyl]-[1,2,4]triazolo[1,5-a]pyridine-2,8-diamine). Procedure details: N(8)-(2-Methoxy-5-trifluoromethyl-phenyl)-N(2)-[3-(4-methyl-piperazin-1-yl)-phenyl]-[1,2,4]triazolo[1,5-a]pyridine-2,8-diamine was prepared from (2-chloro-[1,2,4]triazolo[1,5-a]pyridine-8-yl)-(2-methoxy-5-trifluoromethyl-phenyl)-amine, 3-(4-methylpiperazin-1-yl)aniline with 2,2′-bis-dicyclohexylphosphanyl-biphenyl as the ligand in a manner analogous to Example 2d (0.005 g, 20%). MP=198-200° C. 1H NMR (400 MHz, (D3C)2SO, δ, ppm): 9.44 (s, 1H), 8.37 (d, 1H), 7.61 (s, 1H), 7.43 (s, 1H), 7.30 (m, 2H... RXN SMILES: Cl[C:2]1[N:23]=[C:5]2[C:6]([NH:10][C:11]3[CH:16]=[C:15]([C:17]([F:20])([F:19])[F:18])[CH:14]=[CH:13][C:12]=3[O:21][CH3:22])=[CH:7][CH:8]=[CH:9][N:4]2[N:3]=1.[CH3:24][N:25]1[CH2:30][CH2:29][N:28]([C:31]2[CH:32]=[C:33]([CH:35]=[CH:36][CH:37]=2)[NH2:34])[CH2:27][CH2:26]1.C1(P(C2CCCCC2)C2C=CC=CC=2C2C=CC=CC=2P(C2CCCCC2)C2CCCCC2)CCCCC1>>[CH3:22][O:21][C:12]1[CH:13]=[CH:14][C:15]([C:17]([F:20])([F:19])[F:18])=[CH:16][C:11]=1[NH:10][C:6]1[C:5]2[N:4]([N:3]=[C:2]([NH:34][C:33]3[CH:35]=[CH:36][CH:37]=[C:31]([N:28]4[CH2:27][CH2:26][N:25]([CH3:24])[CH2:30][CH2:29]4)[CH:32]=3)[N:23]=2)[CH:9]=[CH:8][CH:7]=1. Starting materials: ClC1=NN2C(C(=CC=C2)NC2=C(C=CC(=C2)C(F)(F)F)OC)=N1 ((2-chloro-[1,2,4]triazolo[1,5-a]pyridine-8-yl)-(2-methoxy-5-trifluoromethyl-phenyl)-amine), Example 2d, CN1CCN(CC1)C=1C=C(N)C=CC1 (3-(4-methylpiperazin-1-yl)aniline), C1(CCCCC1)P(C1=C(C=CC=C1)C1=C(C=CC=C1)P(C1CCCCC1)C1CCCCC1)C1CCCCC1 (2,2′-bis-dicyclohexylphosphanyl-biphenyl). Starting materials: O(C1=CC=CC=C1)C1=CC=C(O[C@@H]2CN3CCC2CC3)C=C1 ((S)-3-(4-phenoxyphenoxy)quinuclidine), Cl (HCl). Run in C(C)(=O)OCC (ethyl acetate), O1CCOCC1 (1,4-dioxane). The product is Cl.O(C1=CC=CC=C1)C1=CC=C(O[C@@H]2CN3CCC2CC3)C=C1 ((S)-3-(4-phenoxyphenoxy)quinuclidine hydrochloride). The yield is 63.0%. RXN SMILES: [O:1]([C:8]1[CH:22]=[CH:21][C:11]([O:12][C@H:13]2[CH:18]3[CH2:19][CH2:20][N:15]([CH2:16][CH2:17]3)[CH2:14]2)=[CH:10][CH:9]=1)[C:2]1[CH:7]=[CH:6][CH:5]=[CH:4][CH:3]=1.[ClH:23]>C(OCC)(=O)C.O1CCOCC1>[ClH:23].[O:1]([C:8]1[CH:22]=[CH:21][C:11]([O:12][C@H:13]2[CH:18]3[CH2:17][CH2:16][N:15]([CH2:20][CH2:19]3)[CH2:14]2)=[CH:10][CH:9]=1)[C:2]1[CH:3]=[CH:4][CH:5]=[CH:6][CH:7]=1 |f:4.5|. Procedure: The product of Example 4A (80 mg, 0.27 mmol) in ethyl acetate (4 mL) was treated with 4M HCl in 1,4-dioxane (0.5 mL) to provide the title compound as solid (57 mg, yield, 63%). 1H NMR (MeOH-d4, 300 MHz) δ 1.80–2.20 (m, 3H), 2.30–2.40 (m, 1H), 2.50 (m, 1H), 3.30–3.45 (m, 5H), 3.76 (m, 1H), 4.90 (m, 1H), 6.90–6H), 7.05–7.09 (m, 1H) 7.20–7.42 (m, 2H) ppm. MS (DCl/NH3) m/z 296(M+H)+. A calculated for C19H21NO2. 1.0HCl: C, 68.77; H, 6.68; N, 4.22. Found: C, 68.50; H, 6.69; N, 4.12.